Dataset: the Open Reaction Database (ORD), a public repository of structured organic reaction records. Task: describe an organic reaction: reactants, conditions, products, and yield Reactants: [H-].[H-].[H-].[H-].[Li+].[Al+3] (LiAlH4), [H-].[H-].[H-].[H-].[Li+].[Al+3] (LiAlH4), [OH-].[Na+] (NaOH), COC([C@H](CO)C)=O ((S)-(+)-methyl-3-hydroxy-2-methylpropionate), O1CCCC=C1 (2,3-dihydropyran), D,L-10-camphorsulfonic acid, C(Cl)Cl (CH2Cl2), crude product. The solvent is CCOCC (ether), O (water), O (water), CCOCC (ether). Conditions: time 30 minute. Product: CC(CCO[C@@H]1OCCCC1)O ((2S)-Methyl-3-tetrahydropyranyloxy-1-propanol). As a reaction SMILES: C[O:2][C:3](=O)[C@@H:4](C)[CH2:5][OH:6].[O:9]1[CH:14]=[CH:13][CH2:12][CH2:11][CH2:10]1.[H-].[H-].[H-].[H-].[Li+].[Al+3].[OH-].[Na+].[CH2:23](Cl)Cl>CCOCC.O>[CH3:23][CH:3]([OH:2])[CH2:4][CH2:5][O:6][C@H:14]1[CH2:13][CH2:12][CH2:11][CH2:10][O:9]1 |f:2.3.4.5.6.7,8.9|. Reported procedure: A mixture of (S)-(+)-methyl-3-hydroxy-2-methylpropionate (10.0 g), 2,3-dihydropyran (10.0 g) and D,L-10-camphorsulfonic acid in CH2Cl2 (200 ml) was stirred for 30 min at room temperature. The reaction was quenched by the addition of saturated aqueous NaHCO3, followed by extraction with ether. The combined extracts were washed with water, dried over MgSO4 and concentrated to give 17.1 g of crude product. A solution of crude product (17.1 g) in ether (30 ml) was added dropwise during 40 min to a s... Reactants: N1(CCNCC1)C1=CC(NC=N1)=O (6-piperazin-1-yl-3H-pyrimidin-4-one), N1(CCNCC1)C1=CC(NC=N1)=O (6-piperazin-1-yl-3H-pyrimidin-4-one), FC=1C=CC(=C(C=O)C1)O (5-fluoro-2-hydroxybenzaldehyde). Product: FC=1C=CC(=C(CN2CCN(CC2)C2=CC(NC=N2)=O)C1)O (6-[4-(5-Fluoro-2-hydroxy-benzyl)-piperazin-1-yl]-3H -pyrimidin-4-one). RXN SMILES: [N:1]1([C:7]2[N:12]=[CH:11][NH:10][C:9](=[O:13])[CH:8]=2)[CH2:6][CH2:5][NH:4][CH2:3][CH2:2]1.[F:14][C:15]1[CH:16]=[CH:17][C:18]([OH:23])=[C:19]([CH:22]=1)[CH:20]=O>>[F:14][C:15]1[CH:16]=[CH:17][C:18]([OH:23])=[C:19]([CH:22]=1)[CH2:20][N:4]1[CH2:5][CH2:6][N:1]([C:7]2[N:12]=[CH:11][NH:10][C:9](=[O:13])[CH:8]=2)[CH2:2][CH2:3]1. Reported procedure: 6-[4-(5-Fluoro-2-hydroxy-benzyl)-piperazin-1-yl]-3H -pyrimidin-4-one was prepared using Procedure B from 6-piperazin-1-yl-3H-pyrimidin-4-one (Intermediate 4) and 5-fluoro-2-hydroxybenzaldehyde (available from Aldrich). 1H NMR (400 MHz, DMSO-d6) δ 2.45-2.48 (m, 4H), 3.43-3.49 (m, 4H), 3.57 (s, 2H), 5.28 (s, 1H), 6.73-6.80 (m, 1H), 6.89-6.94 (m, 1H), 6.99-7.02 (m, 1H), 7.89 (s, 1H), 9.90 (br s, 1H), 11.64 (br s, 1H). Mass spectrum (ES) MH+=305. The reactants are O=C([O-])[O-], CI, Cl, Cc1ccc(S(=O)(=O)N2CCC(N)(C(=O)Nc3ccc(OC(F)(F)F)cc3)CC2)cc1, [K+], [K+], CN(C)C=O. Product: CNC1(C(=O)Nc2ccc(OC(F)(F)F)cc2)CCN(S(=O)(=O)c2ccc(C)cc2)CC1. As a reaction SMILES: [C:35](=[O:36])([O-:37])[O-:38].[CH3:33][I:34].[ClH:32].[F:1][C:2]([O:3][c:4]1[cH:5][cH:6][c:7]([NH:10][C:11](=[O:12])[C:13]2([NH2:29])[CH2:14][CH2:15][N:16]([S:19](=[O:20])(=[O:21])[c:22]3[cH:23][cH:24][c:25]([CH3:28])[cH:26][cH:27]3)[CH2:17][CH2:18]2)[cH:8][cH:9]1)([F:30])[F:31].[K+:39].[K+:40].[O:41]=[CH:42][N:43]([CH3:44])[CH3:45]>>[F:1][C:2]([O:3][c:4]1[cH:5][cH:6][c:7]([NH:10][C:11](=[O:12])[C:13]2([NH:29][CH3:35])[CH2:14][CH2:15][N:16]([S:19](=[O:20])(=[O:21])[c:22]3[cH:23][cH:24][c:25]([CH3:28])[cH:26][cH:27]3)[CH2:17][CH2:18]2)[cH:8][cH:9]1)([F:30])[F:31]. Run at time 8 hour. The yield is 92.0%. Run in C(Cl)(Cl)Cl (CHCl3). As a reaction SMILES: O[CH2:2][C:3]1[CH:16]=[CH:15][C:6]([C:7]([N:9]2[CH2:14][CH2:13][CH2:12][CH2:11][CH2:10]2)=[O:8])=[CH:5][CH:4]=1.S(Cl)([Cl:19])=O>C(Cl)(Cl)Cl>[Cl:19][CH2:2][C:3]1[CH:16]=[CH:15][C:6]([C:7]([N:9]2[CH2:14][CH2:13][CH2:12][CH2:11][CH2:10]2)=[O:8])=[CH:5][CH:4]=1. Yields the product ClCC1=CC=C(C(=O)N2CCCCC2)C=C1 (1-(4'-chloromethylbenzoyl)piperidine). Reported procedure: The alcohol (6.97 mmol) of the preceding paragraph was dissolved in 15 mL CHCl3, followed by the addition of 0.66 mL thionyl chloride. The solution was refluxed for 1 hour and then allowed to stand at room temperature overnight. The volume was then reduced by 50% on a rotary evaporator and the solution was diluted with CCl4 and petroleum ether to induce crystallization. The product 1-(4'-chloromethylbenzoyl)piperidine was isolated in 92% yield and had a melting point of 106°-108° C. The reactants are OCC1=CC=C(C(=O)N2CCCCC2)C=C1 (1-(4'-hydroxymethylbenzoyl)piperidine), S(=O)(Cl)Cl (thionyl chloride). Reactants: [Al+3], C1CCOC1, O=C(O)c1ccc(F)c(Cl)c1, [H-], [H-], [H-], [H-], [Li+]. Yields the product OCc1ccc(F)c(Cl)c1. As a reaction SMILES: [Al+3:2].[CH2:18]1[O:19][CH2:20][CH2:21][CH2:22]1.[Cl:7][c:8]1[cH:9][c:10]([C:11](=[O:12])[OH:13])[cH:14][cH:15][c:16]1[F:17].[H-:1].[H-:4].[H-:5].[H-:6].[Li+:3]>>[Cl:7][c:8]1[cH:9][c:10]([CH2:11][OH:12])[cH:14][cH:15][c:16]1[F:17]. Starting materials: Nc1cc(Cl)ccc1SCc1ncccn1, c1ccncc1, O=S(=O)(Cl)c1cc2ccccc2o1. Yields the product O=S(=O)(Nc1cc(Cl)ccc1SCc1ncccn1)c1cc2ccccc2o1. As a reaction SMILES: [Cl:1][c:2]1[cH:3][cH:4][c:5]([S:9][CH2:10][c:11]2[n:12][cH:13][cH:14][cH:15][n:16]2)[c:6]([NH2:7])[cH:8]1.[cH:30]1[cH:31][cH:32][n:33][cH:34][cH:35]1.[o:17]1[c:18]([S:26](=[O:27])(=[O:28])[Cl:29])[cH:19][c:20]2[c:21]1[cH:22][cH:23][cH:24][cH:25]2>>[Cl:1][c:2]1[cH:3][cH:4][c:5]([S:9][CH2:10][c:11]2[n:12][cH:13][cH:14][cH:15][n:16]2)[c:6]([NH:7][S:26]([c:18]2[o:17][c:21]3[c:20]([cH:19]2)[cH:25][cH:24][cH:23][cH:22]3)(=[O:27])=[O:28])[cH:8]1. Starting materials: O=C([O-])O, CCO, Cl, N#Cc1cc(C(F)(F)F)cc(F)n1, NO, [Na+]. Yields the product NC(=O)c1cc(C(F)(F)F)cc(F)n1. RXN SMILES: [C:1]([O-:2])(=[O:3])[OH:4].[CH3:22][CH2:23][OH:24].[ClH:6].[F:9][c:10]1[cH:11][c:12]([C:18]([F:19])([F:20])[F:21])[cH:13][c:14]([C:16]#[N:17])[n:15]1.[NH2:7][OH:8].[Na+:5]>>[O:2]=[C:16]([c:14]1[cH:13][c:12]([C:18]([F:19])([F:20])[F:21])[cH:11][c:10]([F:9])[n:15]1)[NH2:17]. The reactants are NC1=C(C(=NO1)C1=CC(=CC=C1)OC(F)(F)F)C(=O)O (5-amino-3-(3-(trifluoromethoxy)phenyl)isoxazol-4-carboxylic acid), Cl.C(C)N=C=NCCCN(C)C (1-ethyl-3-(dimethylaminopropyl)carbodiimide hydrochloride), FC1=CC=C(C=C1)N1CCNCC1 (1-(4-fluorophenyl)piperazine). Solvent: ClCCl (dichloromethane). Product: NC1=C(C(=NO1)C1=CC(=CC=C1)OC(F)(F)F)C(=O)N1CCN(CC1)C1=CC=C(C=C1)F ((5-amino-3-(3-(trifluoromethoxy)phenyl)isoxazol-4-yl)(4-(4-fluorophenyl)piperazine-1-yl)methanone). Isolated yield 73.4%. As a reaction SMILES: [NH2:1][C:2]1[O:6][N:5]=[C:4]([C:7]2[CH:12]=[CH:11][CH:10]=[C:9]([O:13][C:14]([F:17])([F:16])[F:15])[CH:8]=2)[C:3]=1[C:18]([OH:20])=O.Cl.C(N=C=NCCCN(C)C)C.[F:33][C:34]1[CH:39]=[CH:38][C:37]([N:40]2[CH2:45][CH2:44][NH:43][CH2:42][CH2:41]2)=[CH:36][CH:35]=1>ClCCl>[NH2:1][C:2]1[O:6][N:5]=[C:4]([C:7]2[CH:12]=[CH:11][CH:10]=[C:9]([O:13][C:14]([F:15])([F:16])[F:17])[CH:8]=2)[C:3]=1[C:18]([N:43]1[CH2:42][CH2:41][N:40]([C:37]2[CH:36]=[CH:35][C:34]([F:33])=[CH:39][CH:38]=2)[CH2:45][CH2:44]1)=[O:20] |f:1.2|. Procedure: In a similar manner as described in Example 1, by using dichloromethane (30 mL), 5-amino-3-(3-(trifluoromethoxy)phenyl)isoxazol-4-carboxylic acid (530 mg, 1.84 mmol), 1-ethyl-3-(dimethylaminopropyl)carbodiimide hydrochloride (388 mg, 2.02 mmol) and 1-(4-fluorophenyl)piperazine (332 mg, 1.84 mmol), a white solid required compound (609 mg, 1.35 mmol, 73%) was obtained. Reactants: 2-L, methyl ester, C1(=CC=CC=C1)C1=CC=CC(=N1)C(=O)O (6-phenyl-2-pyridinecarboxylic acid), S(=O)(Cl)Cl (thionyl chloride), S(=O)(Cl)Cl (Thionyl chloride). Solvent: C1(=CC=CC=C1)C (toluene), C1(=CC=CC=C1)C (toluene). Conditions: temperature 40 celsius, time 13 hour. Yields the product C1(=CC=CC=C1)C1=CC=CC(=N1)C(=O)Cl (6-Phenyl-pyridine-2-carbonyl chloride). RXN SMILES: [C:1]1([C:7]2[N:12]=[C:11]([C:13]([OH:15])=O)[CH:10]=[CH:9][CH:8]=2)[CH:6]=[CH:5][CH:4]=[CH:3][CH:2]=1.S(Cl)([Cl:18])=O>C1(C)C=CC=CC=1>[C:1]1([C:7]2[N:12]=[C:11]([C:13]([Cl:18])=[O:15])[CH:10]=[CH:9][CH:8]=2)[CH:6]=[CH:5][CH:4]=[CH:3][CH:2]=1. Procedure: A 2-L three neck round bottomed flask equipped with an overhead stirrer, thermocouple, heating mantle with digital temperature controller, condenser and nitrogen inlet/outlet was charged with 100.0 g (0.502 mol) of 6-phenyl-2-pyridinecarboxylic acid and 1500 mL of toluene (Kf<0.02 wt %) then warmed to 40° C. Thionyl chloride (110 mL; 1.51 mol, 3 eq) was then added to the thin slurry via addition funnel over 20 minutes. The thin slurry was heated to 75° C. and stirred overnight (typically 10-16 h... Starting materials: CO, COc1cccc2c1c(N(S(=O)(=O)c1ccc(Cl)s1)S(=O)(=O)c1ccc(Cl)s1)nn2Cc1ccc(OCCN(C)C)cc1, [Na+], [OH-]. Yields the product COc1cccc2c1c(NS(=O)(=O)c1ccc(Cl)s1)nn2Cc1ccc(OCCN(C)C)cc1. Reaction SMILES: [CH3:46][OH:47].[Cl:1][c:2]1[cH:3][cH:4][c:5]([S:7](=[O:8])(=[O:9])[N:10]([c:11]2[n:12][n:13]([CH2:22][c:23]3[cH:24][cH:25][c:26]([O:29][CH2:30][CH2:31][N:32]([CH3:33])[CH3:34])[cH:27][cH:28]3)[c:14]3[cH:15][cH:16][cH:17][c:18]([O:20][CH3:21])[c:19]23)[S:35]([c:36]2[s:37][c:38]([Cl:39])[cH:40][cH:41]2)(=[O:42])=[O:43])[s:6]1.[Na+:45].[OH-:44]>>[Cl:1][c:2]1[cH:3][cH:4][c:5]([S:7](=[O:8])(=[O:9])[NH:10][c:11]2[n:12][n:13]([CH2:22][c:23]3[cH:24][cH:25][c:26]([O:29][CH2:30][CH2:31][N:32]([CH3:33])[CH3:34])[cH:27][cH:28]3)[c:14]3[cH:15][cH:16][cH:17][c:18]([O:20][CH3:21])[c:19]23)[s:6]1.